Task: describe an organic reaction: reactants, conditions, products, and yield. Dataset: the Open Reaction Database (ORD), a public repository of structured organic reaction records Starting materials: [H][H] (hydrogen), C(C1=CC=CC=C1)N1C[C@@H](CC1)OS(=O)(=O)C1=CC=C(C=C1)C ((R)-1-benzyl-3-p-toluenesulfonyloxypyrrolidine), Cl (hydrochloric acid). Reagents/catalysts: [C].[Pd] (palladium-carbon). Run in C(C)O (ethanol). Conditions: time 4.5 hour. Yields the product Cl.C1(=CC=C(C=C1)S(=O)(=O)O[C@H]1CNCC1)C ((R)-3-p-toluenesulfonyloxypyrrolidine hydrochloride). RXN SMILES: C([N:8]1[CH2:12][CH2:11][C@@H:10]([O:13][S:14]([C:17]2[CH:22]=[CH:21][C:20]([CH3:23])=[CH:19][CH:18]=2)(=[O:16])=[O:15])[CH2:9]1)C1C=CC=CC=1.[ClH:24].[H][H]>[C].[Pd].C(O)C>[ClH:24].[C:20]1([CH3:23])[CH:19]=[CH:18][C:17]([S:14]([O:13][C@@H:10]2[CH2:11][CH2:12][NH:8][CH2:9]2)(=[O:16])=[O:15])=[CH:22][CH:21]=1 |f:3.4,6.7|. Procedure details: A mixed solution obtained by mixing 3.0 g of 100% pure (R)-1-benzyl-3-p-toluenesulfonyloxypyrrolidine with 3.0 ml of ethanol and adding dropwise 0.80 ml of 35% aqueous hydrochloric acid thereto with cooling on an ice-water bath was charged, together with 150 mg of moist 5% palladium-carbon (water content 52% by weight), into an autoclave, hydrogen was introduced thereinto and the autoclave was heated to raise the temperature to 60 and the pressure to 203 kPa, and the reaction was allowed to proc... The reactants are [Al+3], O=C(Cl)CCCCCCBr, ClCCl, [Cl-], [Cl-], [Cl-], COc1cccc(Cl)c1Cl. The product is COc1ccc(C(=O)CCCCCCBr)c(Cl)c1Cl. As a reaction SMILES: [Al+3:22].[Br:11][CH2:12][CH2:13][CH2:14][CH2:15][CH2:16][CH2:17][C:18](=[O:19])[Cl:20].[CH2:25]([Cl:26])[Cl:27].[Cl-:21].[Cl-:23].[Cl-:24].[Cl:1][c:2]1[c:3]([O:9][CH3:10])[cH:4][cH:5][cH:6][c:7]1[Cl:8]>>[Cl:1][c:2]1[c:3]([O:9][CH3:10])[cH:4][cH:5][c:6]([C:18]([CH2:17][CH2:16][CH2:15][CH2:14][CH2:13][CH2:12][Br:11])=[O:19])[c:7]1[Cl:8]. The reactants are BrC1=CC(=CC(=N1)N)C (6-bromo-4-methyl-pyridin-2-ylamine), C(C)OC(=O)N=C=S (ethoxycarbonyl isothiocyanate). Run in ClCCl (dichloromethane). Reaction conditions: time 16 hour. Product: BrC1=CC(=CC(=N1)NC(=S)NC(=O)OCC)C (1-(6-Bromo-4-methyl-pyridin-2-yl)-3-carboethoxy-thiourea). Reaction SMILES: [Br:1][C:2]1[N:7]=[C:6]([NH2:8])[CH:5]=[C:4]([CH3:9])[CH:3]=1.[CH2:10]([O:12][C:13]([N:15]=[C:16]=[S:17])=[O:14])[CH3:11]>ClCCl>[Br:1][C:2]1[N:7]=[C:6]([NH:8][C:16]([NH:15][C:13]([O:12][CH2:10][CH3:11])=[O:14])=[S:17])[CH:5]=[C:4]([CH3:9])[CH:3]=1. Procedure: To a solution of 6-bromo-4-methyl-pyridin-2-ylamine (0.5 g, 2.67 mmol) in dichloromethane (20 ml) cooled to 5° C. was added ethoxycarbonyl isothiocyanate (0.32 ml, 2.67 mmol) dropwise over 15 min. The reaction mixture was then allowed to warm to room temperature at which it was stirred for 16 h. Evaporation in vacuo gave a solid that was collected by filtration and thoroughly washed with cyclohexane to give the desired product. Yield 0.59 g, 69%. LCMS MI: 317.92+319.94, RT: 5.05 min, Method: 2 The reactants are COC1=CC=C2C=C(C(=NC2=C1)C)C(=O)O (7-methoxy-2-methylquinoline-3-carboxylic acid), FC=1C=C(C=CC1N1CCSCC1)N1C(O[C@H](C1)CN)=O (N-[[(5S)-3-[3-fluoro-4-(4-thiomorpholinyl)-phenyl]-2-oxo-5-oxazolidinyl]methyl]amine). Yields the product COC1=CC=C2C=C(C(=NC2=C1)C)C(=O)NC[C@H]1CN(C(O1)=O)C1=CC(=C(C=C1)N1CCSCC1)F (7-methoxy-2-methyl-N-[[(5S)-3-[3-fluoro-4-(4-thiomorpholinyl)-phenyl]-2-oxo-5-oxazolidinyl]methyl]-3-quinolinecarboxamide). Isolated yield 43.0%. Reaction SMILES: [CH3:1][O:2][C:3]1[CH:12]=[C:11]2[C:6]([CH:7]=[C:8]([C:14]([OH:16])=O)[C:9]([CH3:13])=[N:10]2)=[CH:5][CH:4]=1.[F:17][C:18]1[CH:19]=[C:20]([N:30]2[CH2:34][C@H:33]([CH2:35][NH2:36])[O:32][C:31]2=[O:37])[CH:21]=[CH:22][C:23]=1[N:24]1[CH2:29][CH2:28][S:27][CH2:26][CH2:25]1>>[CH3:1][O:2][C:3]1[CH:12]=[C:11]2[C:6]([CH:7]=[C:8]([C:14]([NH:36][CH2:35][C@@H:33]3[O:32][C:31](=[O:37])[N:30]([C:20]4[CH:21]=[CH:22][C:23]([N:24]5[CH2:25][CH2:26][S:27][CH2:28][CH2:29]5)=[C:18]([F:17])[CH:19]=4)[CH2:34]3)=[O:16])[C:9]([CH3:13])=[N:10]2)=[CH:5][CH:4]=1. Reported procedure: It was prepared following the same procedure as in Example 1, starting from 370 mg of 7-methoxy-2-methylquinoline-3-carboxylic acid and 350 mg of N-[[(5S)-3-[3-fluoro-4-(4-thiomorpholinyl)-phenyl]-2-oxo-5-oxazolidinyl]methyl]amine. After similar work-up, 244 mg were obtained corresponding to the desired 7-methoxy-2-methyl-N-[[(5S)-3-[3-fluoro-4-(4-thiomorpholinyl)-phenyl]-2-oxo-5-oxazolidinyl]methyl]-3-quinolinecarboxamide (Yield=43%). Reactants: ClC1=NC(=C2C(=N1)N(N=C2)C)NCCOC2=CC=CC=C2 ((6-Chloro-1-methyl-1H-pyrazolo[3,4-d]pyrimidin-4-yl)-(2-phenoxy-ethyl)-amine), N1N=C(C2=CC=CC=C12)B1OC(C)(C)C(C)(C)O1 (indazole boronic acid pinacol ester). Product: N1N=CC2=C(C=CC=C12)C1=NC(=C2C(=N1)N(N=C2)C)NCCOC2=CC=CC=C2 (6-(1H-indazol-4-yl)-1-methyl-N-(2-phenoxyethyl)-1H-pyrazolo[3,4-d]pyrimidin-4-amine). As a reaction SMILES: Cl[C:2]1[N:7]=[C:6]2[N:8]([CH3:11])[N:9]=[CH:10][C:5]2=[C:4]([NH:12][CH2:13][CH2:14][O:15][C:16]2[CH:21]=[CH:20][CH:19]=[CH:18][CH:17]=2)[N:3]=1.[NH:22]1[C:30]2[C:25](=[CH:26][CH:27]=[CH:28][CH:29]=2)[C:24](B2OC(C)(C)C(C)(C)O2)=[N:23]1>>[NH:22]1[C:30]2[C:25](=[C:26]([C:2]3[N:7]=[C:6]4[N:8]([CH3:11])[N:9]=[CH:10][C:5]4=[C:4]([NH:12][CH2:13][CH2:14][O:15][C:16]4[CH:21]=[CH:20][CH:19]=[CH:18][CH:17]=4)[N:3]=3)[CH:27]=[CH:28][CH:29]=2)[CH:24]=[N:23]1. Procedure details: (6-Chloro-1-methyl-1H-pyrazolo[3,4-d]pyrimidin-4-yl)-(2-phenoxy-ethyl)-amine was reacted with indazole boronic acid pinacol ester in General Procedure A. Purification by preparative HPLC yielded 143. NMR (CDCl3) 4.19 (s, 3H, CH3), 4.27 (m, 2H, CH2), 4.36 (m, 2H, CH3), 5.83 (sbr, H, NH), 7.00 (m, 3H, 3×ArH), 7.32 (m, 2H, 2×ArH), 7.55 (m, H, ArH), 7.64 (m, H, ArH), 7.96 (s, H, ArH), 8.45 (d, H, ArH, J=7.23 Hz0, 9.18 (s, H, ArH), 10.16 (sbr, H, NH). MS: (ESI+) MEI+=386.19 Reactants: Cc1nnc(SCC2=C(C(=O)O)N3C(=O)C(N)C3SC2)s1, O=C(O)C(C(=O)O)c1ccc(CCl)cc1. Product: Cc1nnc(SCC2=C(C(=O)O)N3C(=O)C(NC(=O)C(C(=O)O)c4ccc(CCl)cc4)C3SC2)s1. As a reaction SMILES: [CH3:16][c:17]1[s:18][c:19]([S:22][CH2:23][C:24]2=[C:25]([C:34](=[O:35])[OH:36])[N:26]3[C:27](=[O:33])[CH:28]([NH2:32])[CH:29]3[S:30][CH2:31]2)[n:20][n:21]1.[Cl:1][CH2:2][c:3]1[cH:4][cH:5][c:6]([CH:9]([C:10](=[O:11])[OH:12])[C:13](=[O:14])[OH:15])[cH:7][cH:8]1>>[Cl:1][CH2:2][c:3]1[cH:4][cH:5][c:6]([CH:9]([C:10](=[O:11])[OH:12])[C:13](=[O:15])[NH:32][CH:28]2[C:27](=[O:33])[N:26]3[C:25]([C:34](=[O:35])[OH:36])=[C:24]([CH2:23][S:22][c:19]4[s:18][c:17]([CH3:16])[n:21][n:20]4)[CH2:31][S:30][CH:29]32)[cH:7][cH:8]1. The reactants are ClC=1C=CC=2C(C3=C(NC2C1)C(=NN(C3=O)C3=C(C=C(C=C3)OC)C)O)=O (7-Chloro-4-hydroxy-2-(4-methoxy-2-methylphenyl)-1,2,5,10-tetrahydropyridazino[4,5-b]quinoline-1,10-dione), CNC[C@H](O)[C@@H](O)[C@H](O)[C@H](O)CO (N-Methyl-D-Glucamine). The solvent is CO (methanol). The product is CNC[C@H](O)[C@@H](O)[C@H](O)[C@H](O)CO.ClC=1C=CC=2C(C3=C(NC2C1)C(=NN(C3=O)C3=C(C=C(C=C3)OC)C)O)=O (7-Chloro-4-hydroxy-2-(4-methoxy-2-methylphenyl)-1,2,5,10-tetrahydropyridazino[4,5-b]quinoline-1,10-dione N-methylglucamine salt). The yield is 29.5%. Reaction SMILES: [Cl:1][C:2]1[CH:3]=[CH:4][C:5]2[C:6](=[O:27])[C:7]3[C:15](=[O:16])[N:14]([C:17]4[CH:22]=[CH:21][C:20]([O:23][CH3:24])=[CH:19][C:18]=4[CH3:25])[N:13]=[C:12]([OH:26])[C:8]=3[NH:9][C:10]=2[CH:11]=1.[CH3:28][NH:29][CH2:30][C@@H:31]([C@H:33]([C@@H:35]([C@@H:37]([CH2:39][OH:40])[OH:38])[OH:36])[OH:34])[OH:32]>CO>[CH3:28][NH:29][CH2:30][C@@H:31]([C@H:33]([C@@H:35]([C@@H:37]([CH2:39][OH:40])[OH:38])[OH:36])[OH:34])[OH:32].[Cl:1][C:2]1[CH:3]=[CH:4][C:5]2[C:6](=[O:27])[C:7]3[C:15](=[O:16])[N:14]([C:17]4[CH:22]=[CH:21][C:20]([O:23][CH3:24])=[CH:19][C:18]=4[CH3:25])[N:13]=[C:12]([OH:26])[C:8]=3[NH:9][C:10]=2[CH:11]=1 |f:3.4|. Procedure: 7-Chloro-4-hydroxy-2-(4-methoxy-2-methylphenyl)-1,2,5,10-tetrahydropyridazino[4,5-b]quinoline-1,10-dione (0.45 g, 1.17 mM) was stirred in methanol (20 mL) and N-Methyl-D-Glucamine (0.23 g, 1.17 mM) was added to give a clear yellow solution. This solution was concentrated and the residue was dissolved in water (20 mL) to give a yellow solution. This solution was filtered through a Gellman 0.45 μm Acrodisc and concentrated to give a yellow residue. The residue was triturated with 2-propanol (20 mL...